From a dataset of the Open Reaction Database (ORD), a public repository of structured organic reaction records. describe an organic reaction: reactants, conditions, products, and yield Starting materials: Cl (hydrogen chloride), C(=O)[O-].[NH4+] (ammonium formate), C(C1=CC=CC=C1)N1C[C@@H](N(CC1)C=1OC2=NC=CC=C2N1)C ((S)-2-(4-benzyl-2-methyl-piperazin-1-yl)-oxazolo[5,4-b]pyridine). Reagents/catalysts: [Pd] (palladium on carbon). Run in CO (methanol). Yields the product C[C@@H]1N(CCNC1)C=1OC2=NC=CC=C2N1 ((S)-2-(2-Methyl-piperazin-1-yl)-oxazolo[5.4-b]pyridine). The yield is 76.0%. RXN SMILES: C([N:8]1[CH2:13][CH2:12][N:11]([C:14]2[O:15][C:16]3[C:21]([N:22]=2)=[CH:20][CH:19]=[CH:18][N:17]=3)[C@@H:10]([CH3:23])[CH2:9]1)C1C=CC=CC=1.Cl.C([O-])=O.[NH4+]>CO.[Pd]>[CH3:23][C@H:10]1[CH2:9][NH:8][CH2:13][CH2:12][N:11]1[C:14]1[O:15][C:16]2[C:21]([N:22]=1)=[CH:20][CH:19]=[CH:18][N:17]=2 |f:2.3|. Procedure: To a solution of (S)-2-(4-benzyl-2-methyl-piperazin-1-yl)-oxazolo[5,4-b]pyridine (prepared according to the method of Example 16, Step A, 30 g, 97 mmol) in methanol (970 mL) was added hydrogen chloride (5.85 M in methanol, 20 mL, 116 mmol), ammonium formate (122 g, 1.95 mol), and 10% palladium on carbon (60 g, 200 wt %). This mixture was stirred at reflux for 50 min, cooled, and filtered through Celite. The filtrate was concentrated, diluted with saturated aqueous sodium bicarbonate, and extract... Starting materials: CS(=O)(=O)OCCC1=CC=C(C=C1)NC1=NC=2C3=C([C@@H](CC2C=N1)C1=CC=C(C=C1)F)C=CC=C3 ((S)-4-(6-(4-fluorophenyl)-5,6-dihydrobenzo[h]quinazolin-2-ylamino)phenethyl methanesulfonate), COCCN1CCN(CC1)CCN (2-(4-(2-methoxyethyl)piperazin-1-yl)ethanamine). Solvent: C(C)N(CC)CC (triethylamine). The product is FC1=CC=C(C=C1)[C@@H]1CC=2C=NC(=NC2C2=C1C=CC=C2)NC2=CC=C(C=C2)CCN2CCN(CC2)CCOC ((S)-6-(4-fluorophenyl)-N-(4-(2-(4-(2-methoxyethyl)piperazin-1-yl)ethyl)phenyl)-5,6-dihydrobenzo[h]quinazolin-2-amine). RXN SMILES: CS(OCC[C:8]1[CH:13]=[CH:12][C:11]([NH:14][C:15]2[N:24]=[CH:23][C:22]3[CH2:21][C@@H:20]([C:25]4[CH:30]=[CH:29][C:28]([F:31])=[CH:27][CH:26]=4)[C:19]4[CH:32]=[CH:33][CH:34]=[CH:35][C:18]=4[C:17]=3[N:16]=2)=[CH:10][CH:9]=1)(=O)=O.[CH3:36][O:37][CH2:38][CH2:39][N:40]1[CH2:45][CH2:44][N:43]([CH2:46][CH2:47]N)[CH2:42][CH2:41]1>C(N(CC)CC)C>[F:31][C:28]1[CH:27]=[CH:26][C:25]([C@H:20]2[C:19]3[CH:32]=[CH:33][CH:34]=[CH:35][C:18]=3[C:17]3[N:16]=[C:15]([NH:14][C:11]4[CH:10]=[CH:9][C:8]([CH2:47][CH2:46][N:43]5[CH2:44][CH2:45][N:40]([CH2:39][CH2:38][O:37][CH3:36])[CH2:41][CH2:42]5)=[CH:13][CH:12]=4)[N:24]=[CH:23][C:22]=3[CH2:21]2)=[CH:30][CH:29]=1. Procedure: This was synthesized by using (S)-4-(6-(4-fluorophenyl)-5,6-dihydrobenzo[h]quinazolin-2-ylamino)phenethyl methanesulfonate, 2-(4-(2-methoxyethyl)piperazin-1-yl)ethanamine and triethylamine as described in general procedure 2 to afford the desired product. M.p.=195-198° C.; 1H NMR (CDCl3/DMSO-d6) 400 MHz δ 8.37 (d, J=7.0 Hz, 1H), 8.03, (s, 1H), 7.73 (d, J=8.2 Hz, 2H), 7.63 (s, 3H), 7.54-7.57 (m, 2H), 7.34-7.37 (d, J=7.0 Hz, 1H) 1H), 8.01 (brs, 1H), 7.69 (d, J=6.6 Hz, 2H), 7.58-7.59 (m, 2H), 7.35 ...